This data is from the Open Reaction Database (ORD), a public repository of structured organic reaction records. The task is: describe an organic reaction: reactants, conditions, products, and yield Reactants: Cl, CC(C)(C)OC(=O)NC1CCN(C2CCCCC2N=[N+]=[N-])C1, C1COCCO1. Product: [N-]=[N+]=NC1CCCCC1N1CCC(N)C1. As a reaction SMILES: [ClH:23].[N:1](=[N+:2]=[N-:3])[CH:4]1[CH:5]([N:10]2[CH2:11][CH:12]([NH:15][C:16](=[O:17])[O:18][C:19]([CH3:20])([CH3:21])[CH3:22])[CH2:13][CH2:14]2)[CH2:6][CH2:7][CH2:8][CH2:9]1.[O:24]1[CH2:25][CH2:26][O:27][CH2:28][CH2:29]1>>[N:1](=[N+:2]=[N-:3])[CH:4]1[CH:5]([N:10]2[CH2:11][CH:12]([NH2:15])[CH2:13][CH2:14]2)[CH2:6][CH2:7][CH2:8][CH2:9]1.